This data is from the Open Reaction Database (ORD), a public repository of structured organic reaction records. The task is: describe an organic reaction: reactants, conditions, products, and yield Starting materials: BrCCOCCBr, [K+], [K+], NC1CCN(Cc2ccccc2)CC1, O=C([O-])[O-], CN(C)C=O. Yields the product c1ccc(CN2CCC(N3CCOCC3)CC2)cc1. RXN SMILES: [Br:21][CH2:22][CH2:23][O:24][CH2:25][CH2:26][Br:27].[K+:15].[K+:16].[NH2:1][CH:2]1[CH2:3][CH2:4][N:5]([CH2:8][c:9]2[cH:10][cH:11][cH:12][cH:13][cH:14]2)[CH2:6][CH2:7]1.[O-:17][C:18]([O-:19])=[O:20].[O:28]=[CH:29][N:30]([CH3:31])[CH3:32]>>[N:1]1([CH:2]2[CH2:3][CH2:4][N:5]([CH2:8][c:9]3[cH:10][cH:11][cH:12][cH:13][cH:14]3)[CH2:6][CH2:7]2)[CH2:22][CH2:23][O:24][CH2:25][CH2:26]1. Reaction SMILES: [Br:1][C:2]1=[C:3]([c:14]2[cH:15][cH:16][c:17]([C:20]([F:21])([F:22])[F:23])[cH:18][cH:19]2)[c:4]2[c:5]([cH:10][cH:11][cH:12][cH:13]2)[CH2:6][C:7]([NH2:9])=[N:8]1.[CH3:26][OH:27].[H:24][H:25]>>[BrH:1].[CH:2]1=[C:3]([c:14]2[cH:15][cH:16][c:17]([C:20]([F:21])([F:22])[F:23])[cH:18][cH:19]2)[c:4]2[c:5]([cH:10][cH:11][cH:12][cH:13]2)[CH2:6][C:7]([NH2:9])=[N:8]1. The product is Br, NC1=NC=C(c2ccc(C(F)(F)F)cc2)c2ccccc2C1. The reactants are NC1=NC(Br)=C(c2ccc(C(F)(F)F)cc2)c2ccccc2C1, CO, [H][H]. Starting materials: Cc1ccc(N2CCC(CCO)CC2)nn1, ClCCl, O=S(Cl)Cl. Product: Cc1ccc(N2CCC(CCCl)CC2)nn1. Reaction SMILES: [CH3:5][c:6]1[cH:7][cH:8][c:9]([N:12]2[CH2:13][CH2:14][CH:15]([CH2:18][CH2:19][OH:20])[CH2:16][CH2:17]2)[n:10][n:11]1.[Cl:21][CH2:22][Cl:23].[S:1]([Cl:2])([Cl:3])=[O:4]>>[Cl:3][CH2:19][CH2:18][CH:15]1[CH2:14][CH2:13][N:12]([c:9]2[cH:8][cH:7][c:6]([CH3:5])[n:11][n:10]2)[CH2:17][CH2:16]1. The reagents and catalysts are [Pd] (palladium). The reactants are S1C=CC=C1 (thiophene), FC1=CC(=C(C=C1)C1(CCC(CC1)=O)C#N)C (1-(4-fluoro-2-methylphenyl)-4-oxocyclohexanecarbonitrile), Cl.C1(=CC=CC=C1)C1(CCNCC1)C(=O)OCC (ethyl 4-phenyl-4-piperidinecarboxylate hydrochloride), C(C)(=O)[O-].[Na+] (sodium acetate), [H][H] (hydrogen). The solvent is C(C)O (ethanol), C(C)O (ethanol). Reaction SMILES: S1C=CC=C1.[F:6][C:7]1[CH:12]=[CH:11][C:10]([C:13]2([C:20]#[N:21])[CH2:18][CH2:17][C:16](=O)[CH2:15][CH2:14]2)=[C:9]([CH3:22])[CH:8]=1.Cl.[C:24]1([C:30]2([C:36]([O:38][CH2:39][CH3:40])=[O:37])[CH2:35][CH2:34][NH:33][CH2:32][CH2:31]2)[CH:29]=[CH:28][CH:27]=[CH:26][CH:25]=1.C([O-])(=O)C.[Na+].[H][H]>[Pd].C(O)C>[C:20]([C:13]1([C:10]2[CH:11]=[CH:12][C:7]([F:6])=[CH:8][C:9]=2[CH3:22])[CH2:18][CH2:17][CH:16]([N:33]2[CH2:32][CH2:31][C:30]([C:24]3[CH:25]=[CH:26][CH:27]=[CH:28][CH:29]=3)([C:36]([O:38][CH2:39][CH3:40])=[O:37])[CH2:35][CH2:34]2)[CH2:15][CH2:14]1)#[N:21] |f:2.3,4.5|. Procedure: To 1 part of a solution of 2 parts of thiophene in 40 parts of ethanol are added 4.7 parts of 1-(4-fluoro-2-methylphenyl)-4-oxocyclohexanecarbonitrile, 5.4 parts of ethyl 4-phenyl-4-piperidinecarboxylate hydrochloride, 2 parts of sodium acetate and 120 parts of ethanol. The whole is hydrogenated at normal pressure and at room temperature with 2 parts of palladium-on-charocal catalyst 10%. After the calculated amount of hydrogen is taken up, the catalyst is filtered off over Hyflo and the filtrat... The yield is 33.4%. Product: C(#N)C1(CCC(CC1)N1CCC(CC1)(C(=O)OCC)C1=CC=CC=C1)C1=C(C=C(C=C1)F)C (ethyl 1-[4-cyano-4-(4-fluoro-2-methylphenyl)cyclohexyl]-4 -phenyl-4-piperidinecarboxylate). The reactants are CC1=C(C=C(C(=C1)O)C)C1=CCCC(C1)C1=C(C=C(C(=C1)C)O)C (1,5-bis(2,5-dimethyl-4-hydroxyphenyl)-1-cyclohexene), CC(=C)C1=CC=CC=C1 (α-methyl styrene). Reagents/catalysts: [C].[Pd] (palladium carbon), [C].[Pd] (palladium carbon). Run in C(C(C)C)C(=O)C (methyl isobutyl ketone), C(C(C)C)C(=O)C (methyl isobutyl ketone). Run at temperature 150 celsius, time 6 hour. Product: CC1=C(C=C(C(=C1)O)C)C1=CC(=CC=C1)C1=C(C=C(C(=C1)C)O)C (2,2″,5,5″-tetramethyl-4,4″-dihydroxy-m-terphenyl). The yield is 46.3%. RXN SMILES: [CH3:1][C:2]1[CH:7]=[C:6]([OH:8])[C:5]([CH3:9])=[CH:4][C:3]=1[C:10]1[CH2:15][CH:14]([C:16]2[CH:21]=[C:20]([CH3:22])[C:19]([OH:23])=[CH:18][C:17]=2[CH3:24])[CH2:13][CH2:12][CH:11]=1.CC(C1C=CC=CC=1)=C>C(C(C)=O)C(C)C.[C].[Pd]>[CH3:24][C:17]1[CH:18]=[C:19]([OH:23])[C:20]([CH3:22])=[CH:21][C:16]=1[C:14]1[CH:13]=[CH:12][CH:11]=[C:10]([C:3]2[CH:4]=[C:5]([CH3:9])[C:6]([OH:8])=[CH:7][C:2]=2[CH3:1])[CH:15]=1 |f:3.4|. Procedure details: 3.0 g of the 98.7% pure 1,5-bis(2,5-dimethyl-4-hydroxyphenyl)-1-cyclohexene obtained in Step (D) of Example 5, 30 g of methyl isobutyl ketone, 3.0 g of α-methyl styrene, and 0.63 g of 5% palladium carbon were introduced to an autoclave and then heated to 150° C. to be reacted for 46.5 hours at the same temperature under agitation. After heating, 0.63 g of 5% palladium carbon was added after 18 hours and again after 34 hours, respectively. The mixture was heated further to 190° C. and agitated fo...